This data is from the Open Reaction Database (ORD), a public repository of structured organic reaction records. The task is: describe an organic reaction: reactants, conditions, products, and yield Starting materials: CC(C)([O-])C.[Na+] (sodium tert-butoxide), C(C)(C)(C)P(C1=C(C=CC=C1)C1=CC=CC=C1)C(C)(C)C (2-(di-tert-butylphosphino)biphenyl), N1CCOCC1 (morpholine), C(C1=CC=CC=C1)OC1=CC(=C(C=C1)C1=C(C=CC(=C1)C(C)C)OC)CN(C1=NC=C(C=N1)Br)CC1=CC(=CC(=C1)C(F)(F)F)C(F)(F)F ((4-Benzyloxy-5′-isopropyl-2′-methoxy-biphenyl-2-ylmethyl)-(3,5-bis-trifluoromethyl-benzyl)-(5-bromo-pyrimidin-2-yl)-amine). Reagents/catalysts: C=1C=CC(=CC1)/C=C/C(=O)/C=C/C2=CC=CC=C2.C=1C=CC(=CC1)/C=C/C(=O)/C=C/C2=CC=CC=C2.C=1C=CC(=CC1)/C=C/C(=O)/C=C/C2=CC=CC=C2.[Pd].[Pd] (tris(dibenzylideneacetone)dipalladium). Solvent: C1(=CC=CC=C1)C (toluene), [Cl-].[Na+].O (brine). Conditions: time 8 hour. Product: C(C1=CC=CC=C1)OC1=CC(=C(C=C1)C1=C(C=CC(=C1)C(C)C)OC)CN(C1=NC=C(C=N1)N1CCOCC1)CC1=CC(=CC(=C1)C(F)(F)F)C(F)(F)F ((4-benzyloxy-5′-isopropyl-2′-methoxy-biphenyl-2-ylmethyl)-(3,5-bis-trifluoromethyl-benzyl)-(5-morpholin-4-yl-pyrimidin-2-yl)-amine). Yield: 88.0%. Reaction SMILES: [CH2:1]([O:8][C:9]1[CH:14]=[CH:13][C:12]([C:15]2[CH:20]=[C:19]([CH:21]([CH3:23])[CH3:22])[CH:18]=[CH:17][C:16]=2[O:24][CH3:25])=[C:11]([CH2:26][N:27]([CH2:35][C:36]2[CH:41]=[C:40]([C:42]([F:45])([F:44])[F:43])[CH:39]=[C:38]([C:46]([F:49])([F:48])[F:47])[CH:37]=2)[C:28]2[N:33]=[CH:32][C:31](Br)=[CH:30][N:29]=2)[CH:10]=1)[C:2]1[CH:7]=[CH:6][CH:5]=[CH:4][CH:3]=1.CC(C)([O-])C.[Na+].C(P(C(C)(C)C)C1C=CC=CC=1C1C=CC=CC=1)(C)(C)C.[NH:77]1[CH2:82][CH2:81][O:80][CH2:79][CH2:78]1>C1(C)C=CC=CC=1.[Cl-].[Na+].O.C1C=CC(/C=C/C(/C=C/C2C=CC=CC=2)=O)=CC=1.C1C=CC(/C=C/C(/C=C/C2C=CC=CC=2)=O)=CC=1.C1C=CC(/C=C/C(/C=C/C2C=CC=CC=2)=O)=CC=1.[Pd].[Pd]>[CH2:1]([O:8][C:9]1[CH:14]=[CH:13][C:12]([C:15]2[CH:20]=[C:19]([CH:21]([CH3:23])[CH3:22])[CH:18]=[CH:17][C:16]=2[O:24][CH3:25])=[C:11]([CH2:26][N:27]([CH2:35][C:36]2[CH:41]=[C:40]([C:42]([F:45])([F:44])[F:43])[CH:39]=[C:38]([C:46]([F:49])([F:48])[F:47])[CH:37]=2)[C:28]2[N:33]=[CH:32][C:31]([N:77]3[CH2:82][CH2:81][O:80][CH2:79][CH2:78]3)=[CH:30][N:29]=2)[CH:10]=1)[C:2]1[CH:7]=[CH:6][CH:5]=[CH:4][CH:3]=1 |f:1.2,6.7.8,9.10.11.12.13|. Reported procedure: (4-Benzyloxy-5′-isopropyl-2′-methoxy-biphenyl-2-ylmethyl)-(3,5-bis-trifluoromethyl-benzyl)-(5-bromo-pyrimidin-2-yl)-amine (433 mg) is dissolved in toluene (5 ml) and thereto are added tris(dibenzylideneacetone)dipalladium (107 mg), sodium tert-butoxide (168 mg), 2-(di-tert-butylphosphino)biphenyl (69.4 mg) and morpholine (152 mg) and the mixture is stirred under nitrogen atmosphere at room temperature overnight. To the reaction solution is added a saturated brine, and the mixture is extracted wi... The reactants are Cl (hydrochloric acid), CS(=O)(=O)OC[C@H](C)OC1OCCCC1 ((2S)-2-(tetrahydro-2H-pyran-2-yloxy)propyl methanesulfonate), CC(C)([O-])C.[K+] (potassium tert-butoxide), CN1N=C(C=C1)NC1=NC=NC2=CC=C(C=C12)OC1=CC=C(C=N1)O (6-({4-[(1-methyl-1H-pyrazol-3-yl)amino]quinazolin-6-yl}oxy)pyridin-3-ol). Solvent: O (water), CS(=O)C (dimethyl sulfoxide). Conditions: temperature 100 celsius, time 24 hour. Yields the product CN1N=C(C=C1)NC1=NC=NC2=CC=C(C=C12)OC1=NC=C(C=C1)OC[C@@H](C)OC1OCCCC1 (N-(1-methyl-1H-pyrazol-3-yl)-6-[(5-[(2R)-2-(tetrahydro-2H-pyran-2-yloxy)propyl]oxyl pyridin-2-yl)oxy]quinazoline-4-amine). Yield: 75.1%. Reaction SMILES: CS([O:5][CH2:6][C@@H:7]([O:9][CH:10]1[CH2:15][CH2:14][CH2:13][CH2:12][O:11]1)[CH3:8])(=O)=O.CC(C)([O-])C.[K+].[CH3:22][N:23]1[CH:27]=[CH:26][C:25]([NH:28][C:29]2[C:38]3[C:33](=[CH:34][CH:35]=[C:36]([O:39][C:40]4[N:45]=[CH:44][C:43](O)=[CH:42][CH:41]=4)[CH:37]=3)[N:32]=[CH:31][N:30]=2)=[N:24]1.Cl>O.CS(C)=O>[CH3:22][N:23]1[CH:27]=[CH:26][C:25]([NH:28][C:29]2[C:38]3[C:33](=[CH:34][CH:35]=[C:36]([O:39][C:40]4[CH:41]=[CH:42][C:43]([O:5][CH2:6][C@H:7]([O:9][CH:10]5[CH2:15][CH2:14][CH2:13][CH2:12][O:11]5)[CH3:8])=[CH:44][N:45]=4)[CH:37]=3)[N:32]=[CH:31][N:30]=2)=[N:24]1 |f:1.2|. Procedure: (2S)-2-(tetrahydro-2H-pyran-2-yloxy)propyl methanesulfonate (214 mg, 0.90 mmol) and potassium tert-butoxide (200 mg, 1.8 mmol) were added to a dimethyl sulfoxide solution (5 ml) of 6-({4-[(1-methyl-1H-pyrazol-3-yl)amino]quinazolin-6-yl}oxy)pyridin-3-ol (300 mg, 0.90 mmol) obtained in Example 6-3), and the reaction solution was stirred for 24 hours at 100° C. The reaction solution was cooled to room temperature, then water and aqueous 1 N hydrochloric acid solution (0.9 ml, 0.9 mmol) were added, ... The reactants are O=C(CBr)C12CCCN(CC1)C2, Br, CN(C)C=O, [N-]=[N+]=[N-], [Na+]. Product: [N-]=[N+]=NCC(=O)C12CCCN(CC1)C2. As a reaction SMILES: [Br:2][CH2:3][C:4](=[O:5])[C:6]12[CH2:7][CH2:8][CH2:9][N:10]([CH2:11][CH2:12]1)[CH2:13]2.[BrH:1].[CH3:18][N:19]([CH3:20])[CH:21]=[O:22].[N-:15]=[N+:16]=[N-:17].[Na+:14]>>[CH2:3]([C:4](=[O:5])[C:6]12[CH2:7][CH2:8][CH2:9][N:10]([CH2:11][CH2:12]1)[CH2:13]2)[N:15]=[N+:16]=[N-:17]. Starting materials: [Mg] (magnesium), C1(=CC=CC=C1)CCCCBr (4-phenylbutylbromide), O (water), C(C1=CC=CC=C1)N1C=NC=C1C=O (1-benzyl-5-imidazolecarbaldehyde). Run in O1CCCC1 (tetrahydrofuran), O1CCCC1 (tetrahydrofuran), O1CCCC1 (tetrahydrofuran). Yields the product C(C1=CC=CC=C1)N1C=NC=C1C(CCCCC1=CC=CC=C1)O (1-benzyl-5-(1-hydroxy-5-phenylpentyl)-1H-imidazole). Reaction SMILES: [Mg].[C:2]1([CH2:8][CH2:9][CH2:10][CH2:11]Br)[CH:7]=[CH:6][CH:5]=[CH:4][CH:3]=1.[CH2:13]([N:20]1[C:24]([CH:25]=[O:26])=[CH:23][N:22]=[CH:21]1)[C:14]1[CH:19]=[CH:18][CH:17]=[CH:16][CH:15]=1.O>O1CCCC1>[CH2:13]([N:20]1[C:24]([CH:25]([OH:26])[CH2:11][CH2:10][CH2:9][CH2:8][C:2]2[CH:7]=[CH:6][CH:5]=[CH:4][CH:3]=2)=[CH:23][N:22]=[CH:21]1)[C:14]1[CH:15]=[CH:16][CH:17]=[CH:18][CH:19]=1. Procedure: 2,1 g of magnesium turnings are covered with 60 ml of dry tetrahydrofuran. A solution of 4-phenylbutylbromide (18,8 g) in 20 ml of dry tetrahydrofuran is then added dropwise to the mixture at such a rate that a smooth reaction is maintained. After the addition is complete, the reaction mixture is refluxed for one additional hour and cooled to room temperature. The reaction mixture is then added dropwise to a solution of 1-benzyl-5-imidazolecarbaldehyde (6,5 g) in 80 ml of tetrahydrofuran at 60° ... Starting materials: CC[SiH](CC)CC, CCOC(=O)c1cc(C(=O)CCC2CCCC2)c[nH]1, O=C(O)C(F)(F)F. The product is CCOC(=O)c1cc(CCCC2CCCC2)c[nH]1. As a reaction SMILES: [CH2:1]([SiH:2]([CH2:3][CH3:4])[CH2:5][CH3:6])[CH3:7].[CH2:8]([CH3:9])[O:10][C:11](=[O:12])[c:13]1[nH:14][cH:15][c:16]([C:18]([CH2:19][CH2:20][CH:21]2[CH2:22][CH2:23][CH2:24][CH2:25]2)=[O:26])[cH:17]1.[OH:27][C:28]([C:29]([F:30])([F:31])[F:32])=[O:33]>>[CH2:8]([CH3:9])[O:10][C:11](=[O:12])[c:13]1[nH:14][cH:15][c:16]([CH2:18][CH2:19][CH2:20][CH:21]2[CH2:22][CH2:23][CH2:24][CH2:25]2)[cH:17]1. Yield: 34.8%. The reactants are NC1=C2N(C(C(=C1NC1=C(C=C(C=C1)I)F)C)=O)CCO2 (8-amino-7-(2-fluoro-4-iodo-phenylamino)-6-methyl-2,3-dihydro-oxazolo[3,2-a]pyridin-5-one), C(C=C)C1(CC1)S(=O)(=O)Cl (1-allyl-cyclopropane sulfonyl chloride). As a reaction SMILES: [NH2:1][C:2]1[C:7]([NH:8][C:9]2[CH:14]=[CH:13][C:12]([I:15])=[CH:11][C:10]=2[F:16])=[C:6]([CH3:17])[C:5](=[O:18])[N:4]2[CH2:19][CH2:20][O:21][C:3]=12.[CH2:22]([C:25]1([S:28](Cl)(=[O:30])=[O:29])[CH2:27][CH2:26]1)[CH:23]=[CH2:24]>N1C=CC=CC=1>[F:16][C:10]1[CH:11]=[C:12]([I:15])[CH:13]=[CH:14][C:9]=1[NH:8][C:7]1[C:2]([NH:1][S:28]([C:25]2([CH2:22][CH:23]=[CH2:24])[CH2:27][CH2:26]2)(=[O:30])=[O:29])=[C:3]2[O:21][CH2:20][CH2:19][N:4]2[C:5](=[O:18])[C:6]=1[CH3:17]. Reported procedure: Using the same reaction conditions and workup as described for the preparation of Example 7A, 8-amino-7-(2-fluoro-4-iodo-phenylamino)-6-methyl-2,3-dihydro-oxazolo[3,2-a]pyridin-5-one (I-7f: 0.46 g, 0.001 mol) in dry pyridine (3 mL) was reacted with 1-allyl-cyclopropane sulfonyl chloride (0.25 g, 0.0014 mol) to afford the crude product. Purification by column chromatography on silica gel (2% MeOH in DCM) afforded 0.19 g of the product (30% yield). Yields the product FC1=C(C=CC(=C1)I)NC=1C(=C2N(C(C1C)=O)CCO2)NS(=O)(=O)C2(CC2)CC=C (1-Allyl-cyclopropanesulfonic acid [7-(2-fluoro-4-iodo-phenylamino)-6-methyl-5-oxo-2,3-dihydro-5H-oxazolo[3,2-a]pyridin-8-yl]-amide). Solvent: N1=CC=CC=C1 (pyridine). Reactants: CNC (dimethylamine), C(C)(=O)O (acetic acid), C1(=CC=CC=C1)C1=CC=2C(=NC=CN2)N1 (6-phenyl-5H-pyrrolo[2,3-b]pyrazine), C=O (formaldehyde). The solvent is O1CCCC1 (tetrahydrofuran), O1CCCC1 (tetrahydrofuran), C(C)(=O)OCC (ethyl acetate). Reaction conditions: temperature 0 celsius, time 10 minute. Yields the product CN(CC1=C(NC2=NC=CN=C21)C2=CC=CC=C2)C (Dimethyl-(6-phenyl-5H-pyrrolo[2,3-b]pyrazin-7-ylmethyl)-amine). As a reaction SMILES: [CH3:1][NH:2][CH3:3].[C:4](O)(=O)C.C=O.[C:10]1([C:16]2[NH:24][C:19]3=[N:20][CH:21]=[CH:22][N:23]=[C:18]3[CH:17]=2)[CH:15]=[CH:14][CH:13]=[CH:12][CH:11]=1>O1CCCC1.C(OCC)(=O)C>[CH3:1][N:2]([CH3:4])[CH2:3][C:17]1[C:18]2[C:19](=[N:20][CH:21]=[CH:22][N:23]=2)[NH:24][C:16]=1[C:10]1[CH:11]=[CH:12][CH:13]=[CH:14][CH:15]=1. Reported procedure: A solution of dimethylamine in tetrahydrofuran (0.5 mL, 2.0M) at 0° C. was treated with glacial acetic acid (15 μl) then with formaldehyde (75 μl, 40% solution). After stirring at 0° C. for 10 minutes this mixture was treated with 6-phenyl-5H-pyrrolo[2,3-b]pyrazine [0.195 g, Example 2(c)] and then with tetrahydrofuran (3 mL) to ensure complete dissolution. The reaction mixture was allowed to warm to ambient temperature, then stirred overnight, then diluted with ethyl acetate (5 mL) and then extr...